Task: describe an organic reaction: reactants, conditions, products, and yield. Dataset: the Open Reaction Database (ORD), a public repository of structured organic reaction records The reactants are IC1=CC=C(C(C(=O)O)=C1)O (5-Iodosalicylic acid), methyl ester, C(OC)(OC)OC (trimethyl orthoformate), S(O)(O)(=O)=O (sulfuric acid). Run in CO (methanol). The product is COC(C=1C(O)=CC=C(C1)I)=O (5-iodosalicylic acid methyl ester). As a reaction SMILES: [I:1][C:2]1[CH:10]=[C:6]([C:7]([OH:9])=[O:8])[C:5]([OH:11])=[CH:4][CH:3]=1.[CH:12](OC)(OC)OC.S(=O)(=O)(O)O>CO>[CH3:12][O:8][C:7](=[O:9])[C:6]1[C:5](=[CH:4][CH:3]=[C:2]([I:1])[CH:10]=1)[OH:11]. Reported procedure: 5-Iodosalicylic acid (Aldrich Chemical Company, Milwaukee, Wis.) is converted to the methyl ester by reaction with methanol, trimethyl orthoformate and sulfuric acid. The 5-iodosalicylic acid methyl ester thus obtained is reacted with (trimethylsilyl)acetylene (Aldrich Chemical Company, Milwaukee, Wis.) in the presence of palladium. The trimethylsilyl group is removed and two equivalents of the resultant 5-acetylenylsalicylic acid methyl ester is reacted with 4,4'-dibromobiphenyl (Aldrich Chemic... The reactants are COC=1C=C2C=3CCN=C(C3NC2=CC1)CCC1=CC=C(C=C1)C(F)(F)F (6-methoxy-1-[2-(4-trifluoromethyl-phenyl)-ethyl]-4,9-dihydro-3H-β-carboline), [BH4-].[Na+] (sodium borohydride). The solvent is C(C)O (ethanol). Reaction SMILES: [CH3:1][O:2][C:3]1[CH:4]=[C:5]2[C:13](=[CH:14][CH:15]=1)[NH:12][C:11]1[C:10]([CH2:16][CH2:17][C:18]3[CH:23]=[CH:22][C:21]([C:24]([F:27])([F:26])[F:25])=[CH:20][CH:19]=3)=[N:9][CH2:8][CH2:7][C:6]2=1.[BH4-].[Na+]>C(O)C>[CH3:1][O:2][C:3]1[CH:4]=[C:5]2[C:13](=[CH:14][CH:15]=1)[NH:12][C:11]1[CH:10]([CH2:16][CH2:17][C:18]3[CH:23]=[CH:22][C:21]([C:24]([F:27])([F:26])[F:25])=[CH:20][CH:19]=3)[NH:9][CH2:8][CH2:7][C:6]2=1 |f:1.2|. Yields the product COC=1C=C2C=3CCNC(C3NC2=CC1)CCC1=CC=C(C=C1)C(F)(F)F (6-Methoxy-1-[2-(4-trifluoromethyl-phenyl)-ethyl]-2,3,4,9-tetrahydro-1H-β-carboline). Procedure details: A mixture of 91 mg (0.24 mmol) 6-methoxy-1-[2-(4-trifluoromethyl-phenyl)-ethyl]-4,9-dihydro-3H-β-carboline and 27.7 mg (0.73 mmol) sodium borohydride in 5 mL ethanol was stirred for 2 h at room temperature. The mixture was filtered and evaporated to dryness. Trituration with ethyl acetate yielded after drying 90 mg (98%) of the title compound as light yellow solid. Conditions: time 2 hour. Starting materials: BrC1=CC=C(C=O)C=C1 (4-bromobenzaldehyde), C(C)B(O)O (ethylboronic acid). The product is C(C)C1=CC=C(C=O)C=C1 (4-ethylbenzaldehyde). Yield: 51.3%. RXN SMILES: Br[C:2]1[CH:9]=[CH:8][C:5]([CH:6]=[O:7])=[CH:4][CH:3]=1.[CH2:10](B(O)O)[CH3:11]>>[CH2:10]([C:2]1[CH:9]=[CH:8][C:5]([CH:6]=[O:7])=[CH:4][CH:3]=1)[CH3:11]. Procedure: The compound was synthesized as in Example 3.1 using 4-bromobenzaldehyde (250 mg, 1.35 mmol) in place of 5-bromo-2-formylfuran and ethylboronic acid (165 mg, 2.23 mmol) in place of hexylboronic acid to give 4-ethylbenzaldehyde (93 mg, 51%). Used without further characterization. Procedure: The oil obtained in Example 1 (179 grams) was dissolved in 400 mL of isopropylamine. After the reaction solution was refluxed for 2 days, the isopropylamine was distilled off and the residue was dissolved in 200 mL of toluene. The toluene was removed by vacuum distillation to give 222 grams of 1-{4-[2-(Cyclopropylmethoxy)ethyl]phenoxy}-3-isopropylamino-propane-2-ol (Betaxolol free base) which was used for the preparation of the hydrochloride salt without additional purification. The Betaxolol fr... Isolated yield 99.0%. As a reaction SMILES: [CH3:1][CH:2]([NH:4][CH2:5][CH:6]([OH:22])[CH2:7][O:8][C:9]1[CH:10]=[CH:11][C:12]([CH2:15][CH2:16][O:17][CH2:18][CH:19]2[CH2:21][CH2:20]2)=[CH:13][CH:14]=1)[CH3:3].[ClH:23]>C1(C)C=CC=CC=1.C(O)(C)C>[CH3:3][CH:2]([NH:4][CH2:5][CH:6]([OH:22])[CH2:7][O:8][C:9]1[CH:10]=[CH:11][C:12]([CH2:15][CH2:16][O:17][CH2:18][CH:19]2[CH2:21][CH2:20]2)=[CH:13][CH:14]=1)[CH3:1].[ClH:23] |f:4.5|. The reactants are CC(C)NCC(COC=1C=CC(=CC1)CCOCC2CC2)O (Betaxolol), hydrochloride salt, mixture, Cl (hydrogen chloride). Run in C1(=CC=CC=C1)C (toluene), C(C)(C)O (isopropanol). Yields the product CC(C)NCC(COC=1C=CC(=CC1)CCOCC2CC2)O.Cl (Betaxolol hydrochloride). Reaction SMILES: [ClH:1].[CH3:2][C:3]1([CH3:24])[C:12](=[O:13])[CH:11]2[C:6](=[C:7]3[N:17]=[C:16]([C:18]4[CH:23]=[CH:22][CH:21]=[CH:20][CH:19]=4)[N:15]=[C:8]3[C:9](=[O:14])[CH2:10]2)[CH:5]=[N:4]1.Cl.[CH2:26]([N:28]([CH2:32][CH3:33])[CH2:29][CH2:30][Cl:31])[CH3:27]>>[ClH:31].[ClH:1].[CH3:2][C:3]1([CH3:24])[C:12](=[O:13])[CH:11]2[C:6](=[C:7]3[N:17]=[C:16]([C:18]4[CH:23]=[CH:22][CH:21]=[CH:20][CH:19]=4)[N:15]=[C:8]3[C:9](=[O:14])[CH:10]2[CH2:27][CH2:26][N:28]([CH2:32][CH3:33])[CH2:29][CH3:30])[CH:5]=[N:4]1 |f:0.1,2.3,4.5.6|. Yields the product Cl.Cl.CC1(N=CC2=C3C(C(C(C2C1=O)CCN(CC)CC)=O)=NC(=N3)C3=CC=CC=C3)C (7,7-Dimethyl-2-phenyl-5-(2-diethylamino-ethyl)-5H,7H-imidazo[4,5-h]isoquinoline-4,6-dione dihydrochloride). Procedure details: Prepared analogous to Example 23 from 5.1 gm of 7,7-dimethyl-2-phenyl-5H,7H-imidazo[4,5-h]isoquinoline-4,6-dione hydrochloride and 3.4 gm of 2-diethylamino-ethyl chloride hydrochloride, The reactants are Cl.CC1(N=CC2=C3C(C(CC2C1=O)=O)=NC(=N3)C3=CC=CC=C3)C (7,7-dimethyl-2-phenyl-5H,7H-imidazo[4,5-h]isoquinoline-4,6-dione hydrochloride), Cl.C(C)N(CCCl)CC (2-diethylamino-ethyl chloride hydrochloride). Starting materials: Cc1ccccc1, CCOC(C)=O, COc1cc(C(C)=O)ccc1OCc1ccc(C(F)(F)F)cc1C(F)(F)F, O=C1CSC(=S)N1. Product: COc1cc(C(C)=C2SC(=S)NC2=O)ccc1OCc1ccc(C(F)(F)F)cc1C(F)(F)F. RXN SMILES: [CH3:35][c:36]1[cH:37][cH:38][cH:39][cH:40][cH:41]1.[CH3:42][CH2:43][O:44][C:45]([CH3:46])=[O:47].[F:1][C:2]([c:3]1[c:4]([CH2:5][O:6][c:7]2[c:8]([O:16][CH3:17])[cH:9][c:10]([C:13]([CH3:14])=[O:15])[cH:11][cH:12]2)[cH:18][cH:19][c:20]([C:22]([F:23])([F:24])[F:25])[cH:21]1)([F:26])[F:27].[S:28]1[C:29](=[S:30])[NH:31][C:32](=[O:33])[CH2:34]1>>[F:1][C:2]([c:3]1[c:4]([CH2:5][O:6][c:7]2[c:8]([O:16][CH3:17])[cH:9][c:10]([C:13]([CH3:14])=[C:34]3[S:28][C:29](=[S:30])[NH:31][C:32]3=[O:33])[cH:11][cH:12]2)[cH:18][cH:19][c:20]([C:22]([F:23])([F:24])[F:25])[cH:21]1)([F:26])[F:27].